This data is from the Open Reaction Database (ORD), a public repository of structured organic reaction records. The task is: describe an organic reaction: reactants, conditions, products, and yield Reactants: C(C1=CC=CC=C1)OC(=O)N[C@H]([C@H](CO)S(=O)(=O)C1=CC=C(C=C1)C)CC1=CC=CC=C1 (N-benzyloxycarbonyl-3(S)-amino-2(R)-p-toluenesulfonyl-4-phenyl-1-butanol), C([O-])([O-])=O.[K+].[K+] (potassium carbonate), aqueous solution, C(CC(O)(C(=O)O)CC(=O)O)(=O)O (citric acid). The solvent is CO (methanol). Conditions: temperature 10 celsius, time 3 hour. Product: C(C1=CC=CC=C1)OC(=O)N[C@H]([C@H]1CO1)CC1=CC=CC=C1 (N-benzyloxycarbonyl-3(S)-amino-1,2(S)-epoxy-4-phenylbutane). The yield is 86.1%. RXN SMILES: [CH2:1]([O:8][C:9]([NH:11][C@@H:12]([CH2:26][C:27]1[CH:32]=[CH:31][CH:30]=[CH:29][CH:28]=1)[C@@H:13](S(C1C=CC(C)=CC=1)(=O)=O)[CH2:14][OH:15])=[O:10])[C:2]1[CH:7]=[CH:6][CH:5]=[CH:4][CH:3]=1.C(=O)([O-])[O-].[K+].[K+].C(O)(=O)CC(CC(O)=O)(C(O)=O)O>CO>[CH2:1]([O:8][C:9]([NH:11][C@@H:12]([CH2:26][C:27]1[CH:32]=[CH:31][CH:30]=[CH:29][CH:28]=1)[C@@H:13]1[O:15][CH2:14]1)=[O:10])[C:2]1[CH:7]=[CH:6][CH:5]=[CH:4][CH:3]=1 |f:1.2.3|. Reported procedure: 25.5 g of the crude N-benzyloxycarbonyl-3(S)-amino-2(R)-p-toluenesulfonyl-4-phenyl-1-butanol obtained in the above Example 1 was dissolved in 750 ml of methanol. Then 13.9 g of potassium carbonate was added thereto at 10° C. and the resulting mixture was stirred for 3 hours at 10° to 20° C. The pH value of the reaction mixture was adjusted to 7 to 7.5 by adding a 5% aqueous solution of citric acid. After distilling off the solvent under reduced pressure, 150 ml of water was added to the concentr... Reactants: Cl.C(C1=CC=CC=C1)OP(=O)(CC1CCCCC1)C[C@@H](CN)O (((R)-3-amino-2-hydroxy-propyl)-cyclohexylmethyl-phosphinic acid benzyl ester hydrochloride), C(=O)(OCC1=CC=CC=C1)NCC(=O)O (N-Cbz-glycine). Yields the product benzyl ester, NCC(=O)NC[C@H](CP(O)(=O)CC1CCCCC1)O ([(R)-3-(2-Amino-acetylamino)-2-hydroxy-propyl]-cyclohexylmethyl-phosphinic acid). RXN SMILES: Cl.C([O:9][P:10]([CH2:19][C@H:20]([OH:23])[CH2:21][NH2:22])([CH2:12][CH:13]1[CH2:18][CH2:17][CH2:16][CH2:15][CH2:14]1)=[O:11])C1C=CC=CC=1.C([NH:34][CH2:35][C:36](O)=[O:37])(OCC1C=CC=CC=1)=O>>[NH2:34][CH2:35][C:36]([NH:22][CH2:21][C@@H:20]([OH:23])[CH2:19][P:10]([CH2:12][CH:13]1[CH2:14][CH2:15][CH2:16][CH2:17][CH2:18]1)(=[O:11])[OH:9])=[O:37] |f:0.1|. Procedure details: Step 4, Method B of Example 1 was substantially repeated in this Example 2 except for employing ((R)-3-amino-2-hydroxy-propyl)-cyclohexylmethyl-phosphinic acid benzyl ester hydrochloride and N-Cbz-glycine as the starting materials. Subsequent hydrogenation of the resulting benzyl ester in accordance with the procedures of Step 5, Method A of Example 1 yielded the title compound. 1H NMR (CD3OD, 300 MHz): δ 4.18-4.01 (m, 1H), 3.85 (s, 2H), 3.55-3.40 (m, 1H), 3.38-3.22 (m, 1H), 1.91-1.40 (m, 10H), ...